From a dataset of the Open Reaction Database (ORD), a public repository of structured organic reaction records. describe an organic reaction: reactants, conditions, products, and yield Starting materials: O1C(=NC=C1)C1=CC=C(C=C1)O (4-(2-oxazolyl)phenol), CC(C)([O-])C.[K+] (potassium tert-butoxide), FC1=CC=C(C=C1)[N+](=O)[O-] (4-fluoro-nitrobenzene), [OH-].[Na+] (sodium hydroxide). The solvent is CS(=O)C (DMSO). Run at time 17 hour. Product: [N+](=O)([O-])C1=CC=C(OC2=CC=C(C=C2)C=2OC=CN2)C=C1 (2-[4-(4-nitrophenoxy)phenyl]oxazole). Yield: 82.2%. RXN SMILES: [O:1]1[CH:5]=[CH:4][N:3]=[C:2]1[C:6]1[CH:11]=[CH:10][C:9]([OH:12])=[CH:8][CH:7]=1.CC(C)([O-])C.[K+].F[C:20]1[CH:25]=[CH:24][C:23]([N+:26]([O-:28])=[O:27])=[CH:22][CH:21]=1.[OH-].[Na+]>CS(C)=O>[N+:26]([C:23]1[CH:24]=[CH:25][C:20]([O:12][C:9]2[CH:10]=[CH:11][C:6]([C:2]3[O:1][CH:5]=[CH:4][N:3]=3)=[CH:7][CH:8]=2)=[CH:21][CH:22]=1)([O-:28])=[O:27] |f:1.2,4.5|. Procedure details: A solution of 4-(2-oxazolyl)phenol (10.8 g, 11.2 mmol) in DMSO (9 mL) was stirred as potassium tert-butoxide (1.5 g, 13.4 mmol) and 4-fluoro-nitrobenzene (1.3 mL, 12.3 mmol) were added sequentially. The reaction was stirred for 17 hours at ambient temperature. The reaction was poured into a cold aqueous sodium hydroxide solution (1 N). The solid was isolated by filtration to give 2.6 g of 2-[4-(4-nitrophenoxy)phenyl]oxazole. Reaction SMILES: [NH2:1][c:2]1[n:3][c:4]([CH:11]2[CH2:12][CH2:13][CH2:14][CH2:15][CH2:16]2)[nH:5][c:6](=[O:10])[c:7]1[N:8]=[O:9].[Na+:23].[Na+:24].[OH2:25].[S:17]([S:18]([O-:19])=[O:20])([O-:21])=[O:22]>>[NH2:1][c:2]1[n:3][c:4]([CH:11]2[CH2:12][CH2:13][CH2:14][CH2:15][CH2:16]2)[nH:5][c:6](=[O:10])[c:7]1[NH2:8]. Reactants: Nc1nc(C2CCCCC2)[nH]c(=O)c1N=O, [Na+], [Na+], O, O=S([O-])S(=O)[O-]. Product: Nc1nc(C2CCCCC2)[nH]c(=O)c1N. Reactants: CCOCC, [Na+], O=C([O-])O, O=C1CCOc2ccccc21, C[Si](C)(C)C=[N+]=[N-]. Product: O=C1CCOc2ccccc2C1. RXN SMILES: [CH3:24][CH2:25][O:26][CH2:27][CH3:28].[Na+:23].[O-:19][C:20]([OH:21])=[O:22].[O:1]1[CH2:2][CH2:3][C:4](=[O:11])[c:5]2[cH:6][cH:7][cH:8][cH:9][c:10]21.[Si:12]([CH3:13])([CH:14]=[N+:15]=[N-:16])([CH3:17])[CH3:18]>>[O:1]1[CH2:2][CH2:3][C:4](=[O:11])[CH2:13][c:5]2[cH:6][cH:7][cH:8][cH:9][c:10]21.